Dataset: the Open Reaction Database (ORD), a public repository of structured organic reaction records. Task: describe an organic reaction: reactants, conditions, products, and yield The reactants are O=C(O)Cc1cc(O)cc(Br)c1, O=S(=O)(c1ccccc1)c1ccc(F)c(F)c1. Product: O=C(O)Cc1cc(Br)cc(Oc2ccc(S(=O)(=O)c3ccccc3)cc2F)c1. RXN SMILES: [Br:1][c:2]1[cH:3][c:4]([CH2:9][C:10](=[O:11])[OH:12])[cH:5][c:6]([OH:8])[cH:7]1.[c:13]1([S:19](=[O:20])(=[O:21])[c:22]2[cH:23][c:24]([F:29])[c:25]([F:28])[cH:26][cH:27]2)[cH:14][cH:15][cH:16][cH:17][cH:18]1>>[Br:1][c:2]1[cH:3][c:4]([CH2:9][C:10](=[O:11])[OH:12])[cH:5][c:6]([O:8][c:25]2[c:24]([F:29])[cH:23][c:22]([S:19]([c:13]3[cH:14][cH:15][cH:16][cH:17][cH:18]3)(=[O:20])=[O:21])[cH:27][cH:26]2)[cH:7]1. The reactants are C(C)OC1=C(C(=C(C=C1)C1CC=C(CC1)CCCCC)F)F (1-ethoxy-2,3-difluoro-4-(4-pentylcyclohex-3-enyl)benzene), [OH-].[Na+] (sodium hydroxide), OO (hydrogen peroxide), C(C)O (ethanol). The solvent is C1CCOC1 (THF). Reaction conditions: temperature 2 celsius. Product: C(C)OC1=C(C(=C(C=C1)C1CCC(C(C1)O)CCCCC)F)F (5-(4-ethoxy-2,3-difluorophenyl)-2-pentylcyclohexanol). Reaction SMILES: [CH2:1]([O:3][C:4]1[CH:9]=[CH:8][C:7]([CH:10]2[CH2:15][CH2:14][C:13]([CH2:16][CH2:17][CH2:18][CH2:19][CH3:20])=[CH:12][CH2:11]2)=[C:6]([F:21])[C:5]=1[F:22])[CH3:2].C([OH:25])C.[OH-].[Na+].OO>C1COCC1>[CH2:1]([O:3][C:4]1[CH:9]=[CH:8][C:7]([CH:10]2[CH2:15][CH:14]([OH:25])[CH:13]([CH2:16][CH2:17][CH2:18][CH2:19][CH3:20])[CH2:12][CH2:11]2)=[C:6]([F:21])[C:5]=1[F:22])[CH3:2] |f:2.3|. Reported procedure: 53 g of 1-ethoxy-2,3-difluoro-4-(4-pentylcyclohex-3-enyl)benzene were dissolved in 500 ml of THF, and the mixture was cooled to 2° C. 195 ml of borane/THF complex were subsequently added dropwise over the course of 30 minutes with stirring. After the mixture had been stirred for a further 2 hours, 48 ml of ethanol were added dropwise to the solution at RT. Subsequently, firstly a solution of 10.6 g of sodium hydroxide and then 63 ml of 30% hydrogen peroxide were added dropwise. The mixture was s... Reported procedure: (2,4-Dichloro-phenyl)acetic acid methyl ester (Example 41; 28.7 mg, 0.131 mmol), palladium acetate (2.0 mg, 0.009 mmol), 2-dicyclohexylphosphino-2′,6′-dimethoxy-1,1′-biphenyl (7.2 mg, 0.018 mmol), potassium phosphate (56 mg, 0.263 mmol) and water (0.1 mL) were added to a solution of (E)-4-(4-{1-ethyl-1-[3-methyl-4-(4,4,5,5-tetramethyl-[1,3,2]dioxaborolan-2-yl)-phenyl]-propyl}-2-methyl-phenyl)-1,1,1-trifluoro-2-trifluoromethyl-3-buten-2-ol (Example 26-(5); 50 mg, 0.088 mmol) in toluene (1 mL). Af... The yield is 7.1%. RXN SMILES: [CH3:1][O:2][C:3](=[O:13])[CH2:4][C:5]1[CH:10]=[CH:9][C:8](Cl)=[CH:7][C:6]=1[Cl:12].C1(P(C2CCCCC2)C2C=CC=CC=2C2C(OC)=CC=CC=2OC)CCCCC1.P([O-])([O-])([O-])=O.[K+].[K+].[K+].[CH2:51]([C:53]([C:72]1[CH:77]=[CH:76][C:75](/[CH:78]=[CH:79]/[C:80]([C:86]([F:89])([F:88])[F:87])([OH:85])[C:81]([F:84])([F:83])[F:82])=[C:74]([CH3:90])[CH:73]=1)([C:56]1[CH:61]=[CH:60][C:59](B2OC(C)(C)C(C)(C)O2)=[C:58]([CH3:71])[CH:57]=1)[CH2:54][CH3:55])[CH3:52]>C1(C)C=CC=CC=1.C([O-])(=O)C.[Pd+2].C([O-])(=O)C.O>[CH3:1][O:2][C:3](=[O:13])[CH2:4][C:5]1[CH:10]=[CH:9][C:8]([C:59]2[CH:60]=[CH:61][C:56]([C:53]([CH2:54][CH3:55])([C:72]3[CH:77]=[CH:76][C:75](/[CH:78]=[CH:79]/[C:80]([OH:85])([C:86]([F:88])([F:89])[F:87])[C:81]([F:84])([F:83])[F:82])=[C:74]([CH3:90])[CH:73]=3)[CH2:51][CH3:52])=[CH:57][C:58]=2[CH3:71])=[CH:7][C:6]=1[Cl:12] |f:2.3.4.5,8.9.10|. The reagents and catalysts are C(C)(=O)[O-].[Pd+2].C(C)(=O)[O-] (palladium acetate). The product is COC(CC1=C(C=C(C=C1)C1=C(C=C(C=C1)C(CC)(C1=CC(=C(C=C1)\C=C\C(C(F)(F)F)(C(F)(F)F)O)C)CC)C)Cl)=O ((3-chloro-4′-{1-ethyl-1-[3-methyl-4-((E)-4,4,4-trifluoro-3-hydroxy-3-trifluoromethyl-1-butenyl)-phenyl]-propyl}-2′-methyl-biphenyl-4-yl)-acetic Acid Methyl Ester). Solvent: C1(=CC=CC=C1)C (toluene), O (water). The reactants are COC(CC1=C(C=C(C=C1)Cl)Cl)=O ((2,4-Dichloro-phenyl)acetic acid methyl ester), C1(CCCCC1)P(C1=C(C=CC=C1)C1=C(C=CC=C1OC)OC)C1CCCCC1 (2-dicyclohexylphosphino-2′,6′-dimethoxy-1,1′-biphenyl), P(=O)([O-])([O-])[O-].[K+].[K+].[K+] (potassium phosphate), C(C)C(CC)(C1=CC(=C(C=C1)B1OC(C(O1)(C)C)(C)C)C)C1=CC(=C(C=C1)/C=C/C(C(F)(F)F)(O)C(F)(F)F)C ((E)-4-(4-{1-ethyl-1-[3-methyl-4-(4,4,5,5-tetramethyl-[1,3,2]dioxaborolan-2-yl)-phenyl]-propyl}-2-methyl-phenyl)-1,1,1-trifluoro-2-trifluoromethyl-3-buten-2-ol). Reaction conditions: temperature 100 celsius, time 8 hour.